Task: describe an organic reaction: reactants, conditions, products, and yield. Dataset: the Open Reaction Database (ORD), a public repository of structured organic reaction records Reactants: C([O-])([O-])=O.[Na+].[Na+] (sodium carbonate), COC(C)(C)OC (2,2-Dimethoxypropane), C12(C(=O)CC(CC1)C2(C)C)CS(=O)(=O)O (10-camphorsulfonic acid), compound, CN(C=O)C (dimethylformamide). Conditions: temperature 75 celsius, time 9 hour. Product: CC1(OCC(O1)C#CC1=CC=C(CC2=NC=CC3=CC=CC=C23)C=C1)C (1-{4-[2-(2,2-Dimethyl-1,3-dioxolan-4-yl)-1-ethynyl]benzyl}-isoquinoline). Reaction SMILES: [CH3:1][O:2][C:3]([O:6][CH3:7])([CH3:5])[CH3:4].[C:8]12([CH2:18]S(O)(=O)=O)[C:15]([CH3:17])(C)[CH:12]([CH2:13][CH2:14]1)[CH2:11][C:9]2=O.C(=O)([O-])[O-].[Na+].[Na+].[CH3:29][N:30]([CH3:33])C=O>>[CH3:4][C:3]1([CH3:5])[O:6][CH:7]([C:17]#[C:15][C:12]2[CH:11]=[CH:9][C:8]([CH2:18][C:29]3[C:14]4[C:8](=[CH:9][CH:11]=[CH:12][CH:13]=4)[CH:15]=[CH:33][N:30]=3)=[CH:14][CH:13]=2)[CH2:1][O:2]1 |f:2.3.4|. Procedure: 2,2-Dimethoxypropane (0.36 ml), 10-camphorsulfonic acid (43 mg), and molecular sieves (4 Å) were added to a solution of the compound of Example B109 (34 mg) in dimethylformamide (2 ml), and this reaction mixture was stirred at 75° C. for 9 hours. After an saturated aqueous sodium carbonate solution was added, the reaction mixture was extracted with ethyl acetate, washed with water, dried over anhydrous magnesium sulfate, and then concentrated under reduced pressure. The residue was purified by s... Starting materials: N1N=NC2=C1C=CC=C2 (benzotriazole), ClC1=CC(=NC=C1C(=O)OC)Cl (methyl 4,6-dichloronicotinate). Solvent: CCOC(=O)C (EtOAc). Conditions: temperature 150 celsius. Yields the product N1(N=NC2=C1C=CC=C2)C2=CC(=NC=C2C(=O)OC)Cl (Methyl 4-(1H-1,2,3-benzotriazol-1-yl)-6-chloronicotinate). Reaction SMILES: [NH:1]1[C:5]2[CH:6]=[CH:7][CH:8]=[CH:9][C:4]=2[N:3]=[N:2]1.Cl[C:11]1[C:16]([C:17]([O:19][CH3:20])=[O:18])=[CH:15][N:14]=[C:13]([Cl:21])[CH:12]=1>CCOC(C)=O>[N:1]1([C:11]2[C:16]([C:17]([O:19][CH3:20])=[O:18])=[CH:15][N:14]=[C:13]([Cl:21])[CH:12]=2)[C:5]2[CH:6]=[CH:7][CH:8]=[CH:9][C:4]=2[N:3]=[N:2]1. Reported procedure: A 1:1 mixture of benzotriazole and methyl 4,6-dichloronicotinate was heated neat in a preheated oil bath at 150° C. for a period of 10-15 min. The reaction mixture was cooled to room temperature, diluted with EtOAc and washed successively with saturated NaHCO3 and brine. The organic phase was separated, dried over MgSO4 and filtered. After evaporation of the organic solvent, the isomers in the residue were purified and separated by flash chromatography (10-70% EtOAc in hexanes) to provide the ti... The reactants are C1(CCCCC1)N(C(NC=1SC(=CN1)SCC(=O)O)=O)CCC1=CC=CC=C1 ([2-(3-cyclohexyl-3-phenethyl-ureido)-thiazol-5-ylsulfanyl]-acetic acid), C(CCC)=O (butyraldehyde), Cl.C[C@@H]1CC[C@H](CC1)N (trans-4-methylcyclohexylamine hydrochloride), C(C)OC(CC)=O (propionic acid ethyl ester), Cl (hydrochloride), CCN(C(C)C)C(C)C (DIPEA). The product is C(CCC)N(C(NC=1SC(=CN1)SCCC(=O)O)=O)[C@@H]1CC[C@H](CC1)C (3-{2-[3-Butyl-3-(trans-4-methyl-cyclohexyl)-ureido]-thiazol-5-ylsulfanyl}-propionic acid). RXN SMILES: [CH:1]1([N:7]([CH2:21][CH2:22][C:23]2[CH:28]=CC=CC=2)[C:8](=[O:20])[NH:9][C:10]2[S:11][C:12]([S:15][CH2:16][C:17](O)=O)=[CH:13][N:14]=2)[CH2:6][CH2:5][CH2:4][CH2:3][CH2:2]1.[CH:29](=O)CCC.Cl.C[C@H]1CC[C@H](N)CC1.C([O:45][C:46](=[O:49])CC)C.Cl.CCN(C(C)C)C(C)C>>[CH2:21]([N:7]([C@H:1]1[CH2:2][CH2:3][C@H:4]([CH3:29])[CH2:5][CH2:6]1)[C:8](=[O:20])[NH:9][C:10]1[S:11][C:12]([S:15][CH2:16][CH2:17][C:46]([OH:49])=[O:45])=[CH:13][N:14]=1)[CH2:22][CH2:23][CH3:28] |f:2.3|. Procedure: Prepared as described for the synthesis of [2-(3-cyclohexyl-3-phenethyl-ureido)-thiazol-5-ylsulfanyl]-acetic acid, from butyraldehyde, trans-4-methylcyclohexylamine hydrochloride and 2-amino-thiazol-5-ylsulfanyl)-propionic acid ethyl ester. The hydrochloride was added one equivalent DIPEA prior to the reaction. Reactants: N1=C(C=CC=C1)C=C1COC2=CC=C(C=C2C1=O)C1=CC=C(C=C1)OC(F)(F)F (3-(pyridin-2-ylmethylene)-6-(4-(trifluoromethoxy)phenyl)chroman-4-one), [H][H] (hydrogen). The reagents and catalysts are [Pd] (Pd/C). Run in CCO (EtOH). The product is N1=C(C=CC=C1)CC1COC2=CC=C(C=C2C1=O)C1=CC=C(C=C1)OC(F)(F)F (3-(pyridin-2-ylmethyl)-6-(4-(trifluoromethoxy)phenyl)chroman-4-one). RXN SMILES: [N:1]1[CH:6]=[CH:5][CH:4]=[CH:3][C:2]=1[CH:7]=[C:8]1[C:17](=[O:18])[C:16]2[C:11](=[CH:12][CH:13]=[C:14]([C:19]3[CH:24]=[CH:23][C:22]([O:25][C:26]([F:29])([F:28])[F:27])=[CH:21][CH:20]=3)[CH:15]=2)[O:10][CH2:9]1.[H][H]>CCO.[Pd]>[N:1]1[CH:6]=[CH:5][CH:4]=[CH:3][C:2]=1[CH2:7][CH:8]1[C:17](=[O:18])[C:16]2[C:11](=[CH:12][CH:13]=[C:14]([C:19]3[CH:24]=[CH:23][C:22]([O:25][C:26]([F:29])([F:27])[F:28])=[CH:21][CH:20]=3)[CH:15]=2)[O:10][CH2:9]1. Reported procedure: A solution of 150 mg 3-(pyridin-2-ylmethylene)-6-(4-(trifluoromethoxy)phenyl)chroman-4-one (0.38 mmol) in 20 mL EtOH with catalytic Pd/C was stirred under 1 atm of hydrogen gas for 16 h. The reaction was filtered through celite and the filtrate concentrated. The filtrate was purified on silica gel column eluting with EA:Hex. 85 mg of an off-white solid was collected. m/z=400. The reactants are [N+](=O)([O-])C[C@@]1([C@H]2C=C(C[C@H]2C1)C1CCCC1)CC(=O)OC(C)(C)C (Tert-butyl(±)-[(1S,5R,6R)-6-(nitromethyl)-3-cyclopentylbicyclo[3.2.0]hept-3-en-6-yl]acetate), [Cl-].[NH4+] (ammonium chloride), solution. Reagents/catalysts: [Fe] (iron). Solvent: C(C)O (ethanol). Run at time 4.5 hour. Product: NC[C@@]1([C@H]2C=C(C[C@H]2C1)C1CCCC1)CC(=O)OC(C)(C)C (Tert-butyl(±)-[(1S,5R,6R)-6-aminomethyl-3-cyclopentylbicyclo[3.2.0]hept-3-en-6-yl]acetate). Reaction SMILES: [N+:1]([CH2:4][C@@:5]1([CH2:17][C:18]([O:20][C:21]([CH3:24])([CH3:23])[CH3:22])=[O:19])[CH2:11][C@H:10]2[C@@H:6]1[CH:7]=[C:8]([CH:12]1[CH2:16][CH2:15][CH2:14][CH2:13]1)[CH2:9]2)([O-])=O.[Cl-].[NH4+]>C(O)C.[Fe]>[NH2:1][CH2:4][C@@:5]1([CH2:17][C:18]([O:20][C:21]([CH3:24])([CH3:23])[CH3:22])=[O:19])[CH2:11][C@H:10]2[C@@H:6]1[CH:7]=[C:8]([CH:12]1[CH2:16][CH2:15][CH2:14][CH2:13]1)[CH2:9]2 |f:1.2|. Procedure: Tert-butyl(±)-[(1S,5R,6R)-6-(nitromethyl)-3-cyclopentylbicyclo[3.2.0]hept-3-en-6-yl]acetate (3.30 g, 9.8 mmol) was dissolved in ethanol (60 mL). To the solution, iron powder (4.47 g, 80.0 mmol) and then an aqueous ammonium chloride (0.54 g, 10.0 mmol) solution (20 mL) were added, and the mixture was stirred for 4.5 hours under heating to reflux. The mixture was allowed to cool and then filtered through Celite to remove insoluble matter. The solution was concentrated, and the residue was diluted ... The reactants are CC(C)O, COc1cc2ncnc(Cl)c2cc1OC, O=C(O)C(F)(F)F, COC(=O)c1cccc2cc(N)ccc12, [Na+], [OH-], O. The product is COC(=O)c1cccc2cc(Nc3ncnc4cc(OC)c(OC)cc34)ccc12. RXN SMILES: [CH:41]([OH:42])([CH3:43])[CH3:44].[Cl:1][c:2]1[n:3][cH:4][n:5][c:6]2[cH:7][c:8]([O:14][CH3:15])[c:9]([O:12][CH3:13])[cH:10][c:11]12.[F:31][C:32]([F:33])([F:34])[C:35]([OH:36])=[O:37].[NH2:16][c:17]1[cH:18][c:19]2[cH:20][cH:21][cH:22][c:23]([C:27](=[O:28])[O:29][CH3:30])[c:24]2[cH:25][cH:26]1.[Na+:39].[OH-:38].[OH2:40]>>[c:2]1([NH:16][c:17]2[cH:18][c:19]3[cH:20][cH:21][cH:22][c:23]([C:27](=[O:28])[O:29][CH3:30])[c:24]3[cH:25][cH:26]2)[n:3][cH:4][n:5][c:6]2[cH:7][c:8]([O:14][CH3:15])[c:9]([O:12][CH3:13])[cH:10][c:11]12. Starting materials: COC(=O)CCC(C)C1CCC2C3CC=C4CC(OC(C)=O)CCC4(C)C3CCC12C, CO, Cl, [K+], [OH-]. The product is COC(=O)CCC(C)C1CCC2C3CC=C4CC(O)CCC4(C)C3CCC12C. Reaction SMILES: [CH3:1][O:2][C:3]([CH2:4][CH2:5][CH:6]([CH3:7])[CH:8]1[CH2:9][CH2:10][CH:11]2[CH:12]3[CH2:13][CH:14]=[C:15]4[CH2:16][CH:17]([O:27][C:28](=[O:29])[CH3:30])[CH2:18][CH2:19][C:20]4([CH3:21])[CH:22]3[CH2:23][CH2:24][C:25]12[CH3:26])=[O:31].[CH3:35][OH:36].[ClH:34].[K+:33].[OH-:32]>>[CH3:1][O:2][C:3]([CH2:4][CH2:5][CH:6]([CH3:7])[CH:8]1[CH2:9][CH2:10][CH:11]2[CH:12]3[CH2:13][CH:14]=[C:15]4[CH2:16][CH:17]([OH:27])[CH2:18][CH2:19][C:20]4([CH3:21])[CH:22]3[CH2:23][CH2:24][C:25]12[CH3:26])=[O:31]. Reactants: Brc1nccs1, [Li]CCCC, CCCCCC, O=Cc1cc(F)ccc1F, C1CCOC1. The product is OC(c1nccs1)c1cc(F)ccc1F. RXN SMILES: [Br:6][c:7]1[s:8][cH:9][cH:10][n:11]1.[CH2:12]([Li:13])[CH2:14][CH2:15][CH3:16].[CH3:27][CH2:28][CH2:29][CH2:30][CH2:31][CH3:32].[F:17][c:18]1[c:19]([CH:20]=[O:21])[cH:22][c:23]([F:26])[cH:24][cH:25]1.[O:1]1[CH2:2][CH2:3][CH2:4][CH2:5]1>>[c:7]1([CH:20]([c:19]2[c:18]([F:17])[cH:25][cH:24][c:23]([F:26])[cH:22]2)[OH:21])[s:8][cH:9][cH:10][n:11]1. The reactants are CC(C)(C)OC(=O)n1c(C(=O)N2CCC(F)(F)CC2)cc2cc(OCc3ccccc3)cnc21, CCOC(C)=O, CO. The product is CC(C)(C)OC(=O)n1c(C(=O)N2CCC(F)(F)CC2)cc2cc(O)cnc21. RXN SMILES: [C:1]([CH3:2])([CH3:3])([CH3:4])[O:5][C:6](=[O:7])[n:8]1[c:9]([C:25](=[O:26])[N:27]2[CH2:28][CH2:29][C:30]([F:33])([F:34])[CH2:31][CH2:32]2)[cH:10][c:11]2[c:12]1[n:13][cH:14][c:15]([O:17][CH2:18][c:19]1[cH:20][cH:21][cH:22][cH:23][cH:24]1)[cH:16]2.[CH3:35][CH2:36][O:37][C:38](=[O:39])[CH3:40].[CH3:41][OH:42]>>[C:1]([CH3:2])([CH3:3])([CH3:4])[O:5][C:6](=[O:7])[n:8]1[c:9]([C:25](=[O:26])[N:27]2[CH2:28][CH2:29][C:30]([F:33])([F:34])[CH2:31][CH2:32]2)[cH:10][c:11]2[c:12]1[n:13][cH:14][c:15]([OH:17])[cH:16]2. Starting materials: CS(=O)(=O)c1ccccc1C(=O)O, CN(C)C=O, CCN(C(C)C)C(C)C, CCNCC(O)(CNC(=O)c1cnn(-c2ccc(F)cc2)c1N)C(F)(F)F. Yields the product CCN(CC(O)(CNC(=O)c1cnn(-c2ccc(F)cc2)c1N)C(F)(F)F)C(=O)c1ccccc1S(C)(=O)=O. As a reaction SMILES: [CH3:1][S:2](=[O:3])(=[O:4])[c:5]1[c:6]([C:7](=[O:8])[OH:9])[cH:10][cH:11][cH:12][cH:13]1.[CH3:50][N:51]([CH3:52])[CH:53]=[O:54].[CH:14]([N:15]([CH:16]([CH3:17])[CH3:18])[CH2:19][CH3:20])([CH3:21])[CH3:22].[NH2:23][c:24]1[c:25]([C:36](=[O:37])[NH:38][CH2:39][C:40]([C:41]([F:42])([F:43])[F:44])([OH:45])[CH2:46][NH:47][CH2:48][CH3:49])[cH:26][n:27][n:28]1-[c:29]1[cH:30][cH:31][c:32]([F:35])[cH:33][cH:34]1>>[CH3:1][S:2](=[O:3])(=[O:4])[c:5]1[c:6]([C:7](=[O:9])[N:47]([CH2:46][C:40]([CH2:39][NH:38][C:36]([c:25]2[c:24]([NH2:23])[n:28](-[c:29]3[cH:30][cH:31][c:32]([F:35])[cH:33][cH:34]3)[n:27][cH:26]2)=[O:37])([C:41]([F:42])([F:43])[F:44])[OH:45])[CH2:48][CH3:49])[cH:10][cH:11][cH:12][cH:13]1.